Task: describe an organic reaction: reactants, conditions, products, and yield. Dataset: the Open Reaction Database (ORD), a public repository of structured organic reaction records Starting materials: CC(C)C1=CC(=C(C(=C1)C(C)C)C2=C(C=CC=C2)P(C3CCCCC3)C4CCCCC4)C(C)C (XPhos), ClC1=C(C(=NC2=CC(=CC=C12)F)C=1C=NC=C(C1)F)C (4-chloro-7-fluoro-2-(5-fluoropyridin-3-yl)-3-methylquinoline), NC=1C=C(C=C(C1)N1CCOCC1)NC(C)=O (N-(3-amino-5-morpholinophenyl)acetamide), C([O-])([O-])=O.[K+].[K+] (potassium carbonate). Reagents/catalysts: C(C)(=O)[O-].[Pd+2].C(C)(=O)[O-] (palladium (II) acetate). Solvent: C(C)(C)(C)O (tert-butanol). The product is FC1=CC=C2C(=C(C(=NC2=C1)C=1C=NC=C(C1)F)C)NC=1C=C(C=C(C1)N1CCOCC1)NC(C)=O (N-(3-((7-fluoro-2-(5-fluoro-3-pyridinyl)-3-methyl-4-quinolinyl)amino)-5-(4-morpholinyl)phenyl)acetamide). As a reaction SMILES: CC(C1C=C(C(C)C)C(C2C=CC=CC=2P(C2CCCCC2)C2CCCCC2)=C(C(C)C)C=1)C.Cl[C:36]1[C:45]2[C:40](=[CH:41][C:42]([F:46])=[CH:43][CH:44]=2)[N:39]=[C:38]([C:47]2[CH:48]=[N:49][CH:50]=[C:51]([F:53])[CH:52]=2)[C:37]=1[CH3:54].[NH2:55][C:56]1[CH:57]=[C:58]([NH:68][C:69](=[O:71])[CH3:70])[CH:59]=[C:60]([N:62]2[CH2:67][CH2:66][O:65][CH2:64][CH2:63]2)[CH:61]=1.C(=O)([O-])[O-].[K+].[K+]>C([O-])(=O)C.[Pd+2].C([O-])(=O)C.C(O)(C)(C)C>[F:46][C:42]1[CH:41]=[C:40]2[C:45]([C:36]([NH:55][C:56]3[CH:57]=[C:58]([NH:68][C:69](=[O:71])[CH3:70])[CH:59]=[C:60]([N:62]4[CH2:67][CH2:66][O:65][CH2:64][CH2:63]4)[CH:61]=3)=[C:37]([CH3:54])[C:38]([C:47]3[CH:48]=[N:49][CH:50]=[C:51]([F:53])[CH:52]=3)=[N:39]2)=[CH:44][CH:43]=1 |f:3.4.5,6.7.8|. Procedure: Prepared according to Procedure X by stirring palladium (II) acetate (1.545 mg, 6.88 μmol), XPhos (9.84 mg, 0.021 mmol), 4-chloro-7-fluoro-2-(5-fluoropyridin-3-yl)-3-methylquinoline (0.040 g, 0.138 mmol), N-(3-amino-5-morpholinophenyl)acetamide (0.032 g, 0.138 mmol), potassium carbonate (0.048 g, 0.344 mmol), and tert-butanol (1 mL) at 110° C. for 20 minutes. Purification by column chromatography (silica; 0-4% methanol in DCM) afforded N-(3-((7-fluoro-2-(5-fluoro-3-pyridinyl)-3-methyl-4-quinolin...